From a dataset of the Open Reaction Database (ORD), a public repository of structured organic reaction records. describe an organic reaction: reactants, conditions, products, and yield Reactants: [Al] (aluminum), FC=1C=C(C=CC1C=O)[C@H](C)NC(OC(C)(C)C)=O ((S)-tert-butyl 1-(3-fluoro-4-formylphenyl)ethylcarbamate), Cl.FC1(CCNCC1)F (4,4-difluoropiperidine hydrochloride). Yields the product FC1(CCN(CC1)CC1=C(C=C(C=C1)[C@H](C)NC(OC(C)(C)C)=O)F)F ((S)-tert-butyl 1-(4-((4,4-difluoropiperidin-1-yl)methyl)-3-fluorophenyl)ethylcarbamate). As a reaction SMILES: [Al].[F:2][C:3]1[CH:4]=[C:5]([C@@H:11]([NH:13][C:14](=[O:20])[O:15][C:16]([CH3:19])([CH3:18])[CH3:17])[CH3:12])[CH:6]=[CH:7][C:8]=1[CH:9]=O.Cl.[F:22][C:23]1([F:29])[CH2:28][CH2:27][NH:26][CH2:25][CH2:24]1>>[F:22][C:23]1([F:29])[CH2:28][CH2:27][N:26]([CH2:9][C:8]2[CH:7]=[CH:6][C:5]([C@@H:11]([NH:13][C:14](=[O:20])[O:15][C:16]([CH3:19])([CH3:18])[CH3:17])[CH3:12])=[CH:4][C:3]=2[F:2])[CH2:25][CH2:24]1 |f:2.3|. Reported procedure: Following the procedure for intermediate 111: Title compound was prepared from (S)-tert-butyl 1-(3-fluoro-4-formylphenyl)ethylcarbamate and 4,4-difluoropiperidine hydrochloride as a white solid. LCMS tR=1.63 min; MS m/z 371.5 (M−H).